Dataset: the Open Reaction Database (ORD), a public repository of structured organic reaction records. Task: describe an organic reaction: reactants, conditions, products, and yield Reactants: [N+](=O)([O-])C=1C=C2C=CNC2=CC1 (5-nitroindole), C(C1=CC=CC=C1)(=O)Cl (benzoyl chloride), C([O-])([O-])=O.[K+].[K+] (potassium carbonate), CN(C=O)C (dimethylformamide). Run in C(C)OC(C)=O (ethylacetate), O (water). Reaction conditions: time 2 hour. The product is C(C1=CC=CC=C1)(=O)N1C=CC2=CC(=CC=C12)[N+](=O)[O-] (1-Benzoyl-5-nitro-1H-indole). Isolated yield 43.0%. Reaction SMILES: [N+:1]([C:4]1[CH:5]=[C:6]2[C:10](=[CH:11][CH:12]=1)[NH:9][CH:8]=[CH:7]2)([O-:3])=[O:2].C(=O)([O-])[O-].[K+].[K+].CN(C)C=O.[C:24](Cl)(=[O:31])[C:25]1[CH:30]=[CH:29][CH:28]=[CH:27][CH:26]=1>C(OC(=O)C)C.O>[C:24]([N:9]1[C:10]2[C:6](=[CH:5][C:4]([N+:1]([O-:3])=[O:2])=[CH:12][CH:11]=2)[CH:7]=[CH:8]1)(=[O:31])[C:25]1[CH:30]=[CH:29][CH:28]=[CH:27][CH:26]=1 |f:1.2.3|. Procedure: 5-nitroindole (50 mg, 0.31 mmol) and potassium carbonate (128 mg, 0.93 mmol) were suspended in. dimethylformamide (1.0 ml). Then, benzoyl chloride (0.04 ml, 0.345 mmol) was added and stirred at room temperature for 2 hours. After completing the reaction, water and ethylacetate (respectively 5 ml) were added to extract, washed with brine, dried over anhydrous magnesium sulfate, concentrated under reduced pressure, and then purified through a flash column chromatography (an eluent: ethyl acetate/n... Starting materials: C(C)(C)(C)C1=CC=C(C=C1)[C@H]1[C@@H](NC(O1)=O)C ((4S,5S)-5-(4-tert-butylphenyl)-4-methyl-oxazolidin-2-one), C(=O)[O-].[NH4+] (ammonium formate). The reagents and catalysts are [Pd] (palladium on carbon). The solvent is CO (methanol). The product is C(C)(C)(C)C1=CC=C(C=C1)C[C@H](C)N ((S)-2-(4-tert-Butylphenyl)-1-methylethylamine), hydrochloride salt. Reaction SMILES: [C:1]([C:5]1[CH:10]=[CH:9][C:8]([C@@H:11]2OC(=O)[NH:13][C@H:12]2[CH3:17])=[CH:7][CH:6]=1)([CH3:4])([CH3:3])[CH3:2].C([O-])=O.[NH4+]>[Pd].CO>[C:1]([C:5]1[CH:6]=[CH:7][C:8]([CH2:11][C@@H:12]([NH2:13])[CH3:17])=[CH:9][CH:10]=1)([CH3:4])([CH3:2])[CH3:3] |f:1.2|. Procedure: A mixture of 1 g (4.3 mmole)(4S,5S)-5-(4-tert-butylphenyl)-4-methyl-oxazolidin-2-one p(see preparation 4, step 2), 2 g (31.74 mmole) ammonium formate and 0.1 g 10% palladium on carbon in 25 mL methanol was heated under reflux for 2 hrs. The mixture was filtered and the filtrate was concentrated under reduced pressure. The residue was partitioned between 10 mL 10% sodium carbonate and 25 mL ethyl acetate. The organic phase was dried (magnesium sulfate) and concentrated under reduced pressure. The... Starting materials: CCOc1cc(C(C)(C)C)ncc1C1=NC(C)(c2ccc(Cl)cc2)C(C)(c2ccc(Cl)cc2)N1C(=O)Cl, CCS(=O)(=O)CCCN1CCNCC1, CCSCCCO, CS(=O)(=O)CCCN1CCNCC1, Cl, Cl, Cl, Cl. The product is CCOc1cc(C(C)(C)C)ncc1C1=NC(C)(c2ccc(Cl)cc2)C(C)(c2ccc(Cl)cc2)N1C(=O)N1CCN(CCCS(=O)(=O)CC)CC1. As a reaction SMILES: [C:1]([CH3:2])([CH3:3])([CH3:4])[c:5]1[cH:6][c:7]([O:35][CH2:36][CH3:37])[c:8]([C:11]2=[N:15][C:14]([CH3:16])([c:17]3[cH:18][cH:19][c:20]([Cl:23])[cH:21][cH:22]3)[C:13]([CH3:24])([c:25]3[cH:26][cH:27][c:28]([Cl:31])[cH:29][cH:30]3)[N:12]2[C:32](=[O:33])[Cl:34])[cH:9][n:10]1.[CH2:40]([CH3:41])[S:42](=[O:43])(=[O:44])[CH2:45][CH2:46][CH2:47][N:48]1[CH2:49][CH2:50][NH:51][CH2:52][CH2:53]1.[CH2:54]([S:55][CH2:56][CH2:57][CH2:58][OH:59])[CH3:60].[CH3:63][S:64]([CH2:65][CH2:66][CH2:67][N:68]1[CH2:69][CH2:70][NH:71][CH2:72][CH2:73]1)(=[O:74])=[O:75].[ClH:38].[ClH:39].[ClH:61].[ClH:62]>>[C:1]([CH3:2])([CH3:3])([CH3:4])[c:5]1[cH:6][c:7]([O:35][CH2:36][CH3:37])[c:8]([C:11]2=[N:15][C:14]([CH3:16])([c:17]3[cH:18][cH:19][c:20]([Cl:23])[cH:21][cH:22]3)[C:13]([CH3:24])([c:25]3[cH:26][cH:27][c:28]([Cl:31])[cH:29][cH:30]3)[N:12]2[C:32](=[O:33])[N:51]2[CH2:50][CH2:49][N:48]([CH2:47][CH2:46][CH2:45][S:42]([CH2:40][CH3:41])(=[O:43])=[O:44])[CH2:53][CH2:52]2)[cH:9][n:10]1. Reactants: BrC=1C(=NC=CC1)C#N (3-bromo-2-cyanopyridine), [N+]1(=CC=CC=C1)[O-] (pyridine N-oxide), BrC=1C(=NC=CC1)C#N (3-bromo-2-cyanopyridine), C[Si](C)(C)C#N (trimethysilylcyanide), CC1=CC=C(C=C1)B(O)O (4-methylphenylboronic acid). Run in C(C)#N (acetonitrile). The product is C(#N)C1=NC=CC=C1C1=CC=C(C=C1)C (2-cyano-3-(4-methylphenyl) pyridine). As a reaction SMILES: [N+]1([O-])C=CC=CC=1.Br[C:9]1[C:10]([C:15]#[N:16])=[N:11][CH:12]=[CH:13][CH:14]=1.C[Si](C#N)(C)C.[CH3:23][C:24]1[CH:29]=[CH:28][C:27](B(O)O)=[CH:26][CH:25]=1>C(#N)C>[C:15]([C:10]1[C:9]([C:27]2[CH:28]=[CH:29][C:24]([CH3:23])=[CH:25][CH:26]=2)=[CH:14][CH:13]=[CH:12][N:11]=1)#[N:16]. Procedure details: Synthetic Scheme XXVIII shows the 4-step preparation of the alkylating reagent 2-cyano-3-(4-bromomethylphenyl)pyridine (79) from 3-bromopyridine (80) (Aldrich). In step 1, the pyridine 80 was reacted with hydrogen peroxide in acetic acid at reflux to give the pyridine N-oxide 81. In step 2, the N-oxide 81 was converted to 3-bromo-2-cyanopyridine (82) by reaction with trimethysilylcyanide and triethyl anine in acetonitrile at reflux. In step 3, the nitrile 82 was coupled with 4-methylphenylboroni... Reactants: N1=CC=CC=C1 (pyridine), ClC(=O)C=1C=CC(=C(C(=O)OC)C1)NC(C(F)(F)F)=O (methyl 5-(chlorocarbonyl)-2-[(trifluoro-acetyl)amino]benzoate), C(C1=CC=CC=C1)OC1=CC=CN2C=C(C(=C12)OC)C (8-(benzyloxy)-1-methoxy-2-methylindolizine). The solvent is ClCCl (dichloromethane), ClCCl (dichloromethane), C(C)O (ethanol). Reaction conditions: time 3 hour. Yields the product C(C1=CC=CC=C1)OC1=CC=CN2C(=C(C(=C12)OC)C)C(=O)C=1C=CC(=C(C(=O)OC)C1)NC(C(F)(F)F)=O (Methyl 5-{[8-(Benzyloxy)-1-methoxy-2-methylindolizin-3-yl]carbonyl}-2-[(trifluoroacetyl)amino]benzoate). The yield is 61.9%. Reaction SMILES: N1C=CC=CC=1.Cl[C:8]([C:10]1[CH:11]=[CH:12][C:13]([NH:20][C:21](=[O:26])[C:22]([F:25])([F:24])[F:23])=[C:14]([CH:19]=1)[C:15]([O:17][CH3:18])=[O:16])=[O:9].[CH2:27]([O:34][C:35]1[C:43]2[N:39]([CH:40]=[C:41]([CH3:46])[C:42]=2[O:44][CH3:45])[CH:38]=[CH:37][CH:36]=1)[C:28]1[CH:33]=[CH:32][CH:31]=[CH:30][CH:29]=1>ClCCl.C(O)C>[CH2:27]([O:34][C:35]1[C:43]2[N:39]([C:40]([C:8]([C:10]3[CH:11]=[CH:12][C:13]([NH:20][C:21](=[O:26])[C:22]([F:25])([F:24])[F:23])=[C:14]([CH:19]=3)[C:15]([O:17][CH3:18])=[O:16])=[O:9])=[C:41]([CH3:46])[C:42]=2[O:44][CH3:45])[CH:38]=[CH:37][CH:36]=1)[C:28]1[CH:33]=[CH:32][CH:31]=[CH:30][CH:29]=1. Procedure: 4.4 ml (54.3 mmol) of pyridine and then 15.0 g (48.4 mmol) of methyl 5-(chlorocarbonyl)-2-[(trifluoro-acetyl)amino]benzoate (described in Patent Application WO2003084956) are added, under argon, to the solution of 13.2 g (49.4 mmol) of 8-(benzyloxy)-1-methoxy-2-methylindolizine in 165 ml of dichloromethane. The reaction medium is stirred at ambient temperature for 3 hours. This is diluted with dichloromethane and this organic solution is washed with a saturated aqueous solution of sodium bicarbo...